This data is from the Open Reaction Database (ORD), a public repository of structured organic reaction records. The task is: describe an organic reaction: reactants, conditions, products, and yield Starting materials: C[Si](C)(C)[N-][Si](C)(C)C.[Li+] (Lithium bis(trimethylsilyl)amide), solution, C(C(=O)OCC)(=O)OCC (Diethyl oxalate), O1CCC(CC1)=O (Tetrahydro-4H-pyran-4-one). The solvent is C(C)OCC (diethyl ether), C(C)OCC (diethyl ether), C(C)OCC (diethyl ether). Run at temperature -72 celsius, time 1 hour. Product: O\C(\C(=O)OCC)=C/1\COCCC1=O ((Z)-ethyl 2-hydroxy-2-(4-oxo-2H-pyran-3(4H, 5H, 6H)-ylidene)acetate). As a reaction SMILES: C[Si]([N-][Si](C)(C)C)(C)C.[Li+].[O:11]1[CH2:16][CH2:15][C:14](=[O:17])[CH2:13][CH2:12]1.[C:18](OCC)(=[O:24])[C:19]([O:21][CH2:22][CH3:23])=[O:20]>C(OCC)C>[OH:24]/[C:18](=[C:13]1/[CH2:12][O:11][CH2:16][CH2:15][C:14]/1=[O:17])/[C:19]([O:21][CH2:22][CH3:23])=[O:20] |f:0.1|. Reported procedure: Lithium bis(trimethylsilyl)amide 1M solution (30.0 ml, 30.0 mmol) and diethyl ether (40 ml) were added into a flask under nitrogen atmosphere and cooled to −72° C. with dry ice/acetone-bath. Tetrahydro-4H-pyran-4-one (3 g, 30.0 mmol) was diluted with diethyl ether (10 ml) and added slowly to the previously cooled mixture. The resulting mixture was stirred at −70° C. for one hour. Diethyl oxalate (4.07 ml, 30.0 mmol) diluted with diethyl ether (10 ml) was added and the reaction mixture was allowe... Reactants: O=C1CCCCC(N1)CCC1=C(C(=O)OC)C=CC=C1 (methyl 2-[2-(hexahydro-7-oxo-1H-azepin-2-yl)ethyl]benzoate), F[B-](F)(F)F.C[O+](C)C (trimethyloxonium tetrafluoroborate). The solvent is C(Cl)Cl (CH2Cl2). The product is COC=1CCCCC(N1)CCC1=C(C(=O)OC)C=CC=C1 (methyl 2-[2-(3,4,5,6-tetrahydro-7-methoxy-2H-azepin-2-yl)ethyl]benzoate). As a reaction SMILES: [O:1]=[C:2]1[NH:8][CH:7]([CH2:9][CH2:10][C:11]2[CH:20]=[CH:19][CH:18]=[CH:17][C:12]=2[C:13]([O:15][CH3:16])=[O:14])[CH2:6][CH2:5][CH2:4][CH2:3]1.F[B-](F)(F)F.[CH3:26][O+](C)C>C(Cl)Cl>[CH3:26][O:1][C:2]1[CH2:3][CH2:4][CH2:5][CH2:6][CH:7]([CH2:9][CH2:10][C:11]2[CH:20]=[CH:19][CH:18]=[CH:17][C:12]=2[C:13]([O:15][CH3:16])=[O:14])[N:8]=1 |f:1.2|. Reported procedure: The product of Example 82 is reacted with trimethyloxonium tetrafluoroborate in CH2Cl2 by the method of Example 3 to produce the title material. The reactants are CCNC1CCCC1C(=O)OCC, CS(=O)(=O)Nc1ccc2c(c1)S(=O)(=O)N=C(CC(=O)O)N2, CCN=C=NCCCN(C)C, CN1CCOCC1, CN(C)C=O, Cl, Cl. Product: CCOC(=O)C1CCCC1N(CC)C(=O)CC1=NS(=O)(=O)c2cc(NS(C)(=O)=O)ccc2N1. RXN SMILES: [CH2:22]([CH3:23])[O:24][C:25](=[O:26])[CH:27]1[CH:28]([NH:32][CH2:33][CH3:34])[CH2:29][CH2:30][CH2:31]1.[CH3:1][S:2](=[O:3])(=[O:4])[NH:5][c:6]1[cH:7][c:8]2[c:9]([cH:20][cH:21]1)[NH:10][C:11]([CH2:16][C:17](=[O:18])[OH:19])=[N:12][S:13]2(=[O:14])=[O:15].[CH3:36][N:37]([CH3:38])[CH2:39][CH2:40][CH2:41][N:42]=[C:43]=[N:44][CH2:45][CH3:46].[CH3:47][N:48]1[CH2:49][CH2:50][O:51][CH2:52][CH2:53]1.[CH3:55][N:56]([CH3:57])[CH:58]=[O:59].[ClH:35].[ClH:54]>>[CH3:1][S:2](=[O:3])(=[O:4])[NH:5][c:6]1[cH:7][c:8]2[c:9]([cH:20][cH:21]1)[NH:10][C:11]([CH2:16][C:17](=[O:19])[N:32]([CH:28]1[CH:27]([C:25]([O:24][CH2:22][CH3:23])=[O:26])[CH2:31][CH2:30][CH2:29]1)[CH2:33][CH3:34])=[N:12][S:13]2(=[O:14])=[O:15]. Reactants: C(C)OC(\C=C/C1=CC2=CC=CC=C2C=C1)=O ((Z)-naphthalene-2-acrylic acid ethyl ester), [OH-].[Li+] (lithium hydroxide). The solvent is O1CCCC1 (tetrahydrofuran), O (water). Conditions: temperature 60 celsius. The product is C1=C(C=CC2=CC=CC=C12)\C=C/C(=O)O ((Z)-3-(2-naphthyl)prop-2-enoic acid). As a reaction SMILES: C([O:3][C:4](=[O:17])/[CH:5]=[CH:6]\[C:7]1[CH:16]=[CH:15][C:14]2[C:9](=[CH:10][CH:11]=[CH:12][CH:13]=2)[CH:8]=1)C.[OH-].[Li+]>O1CCCC1.O>[CH:8]1[C:9]2[C:14](=[CH:13][CH:12]=[CH:11][CH:10]=2)[CH:15]=[CH:16][C:7]=1/[CH:6]=[CH:5]\[C:4]([OH:17])=[O:3] |f:1.2|. Procedure: A solution of (Z)-naphthalene-2-acrylic acid ethyl ester (1.38 g, 6.0 mmole) in a mixture of tetrahydrofuran (10 ml) and water (10 ml) was treated with lithium hydroxide (0.88 g, 37 mmol) and heated to 60° C. for 6 hours. On cooling, the organic phase was separated and the. aqueous phase was acidified and extracted with diethyl ether. The ethereal phase was dried and the solvent removed in vaccuo to give (Z)-3-(2-naphthyl)prop-2-enoic acid as a white solid which was used without further purifica... The reactants are BrBr (bromine), CC1=C(N)C(=CC=C1)C (2,6-dimethylaniline). Run in C(C)(=O)O (acetic acid). Reaction conditions: temperature 40 celsius, time 2 hour. The product is BrC1=CC(=C(N)C(=C1)C)C (4-Bromo-2,6-dimethylaniline). Reaction SMILES: [Br:1]Br.[CH3:3][C:4]1[CH:10]=[CH:9][CH:8]=[C:7]([CH3:11])[C:5]=1[NH2:6]>C(O)(=O)C>[Br:1][C:9]1[CH:8]=[C:7]([CH3:11])[C:5]([NH2:6])=[C:4]([CH3:3])[CH:10]=1. Procedure details: 21.3 ml (66.1 g, 0.413 mol) of bromine were added dropwise, while vigorously stirring, over ca. 20 minutes to a solution of 50.0 g (0.413 mol) of 2,6-dimethylaniline in 1200 cm3 of glacial acetic acid. This mixture was stirred for 2 hours at 40° C. The precipitate formed was filtered off, washed with 50 ml of acetic acid, and dried in air. Then, this white solid was added to a solution of 100 g of sodium hydroxide in 600 ml of water. This mixture was stirred for 30 minutes. The crude product was... Starting materials: C(C)(C)NC(C)C (diisopropylamine), [Li]CCCC (n-BuLi), CS(=O)(=O)C1=CC=C(C=C1)Br (4-bromophenyl methyl sulfone), O1CCCCC1.O1C=CC(C=C1)=O (tetrahydropyran 4H-pyran-4-one). Run in C1CCOC1 (THF), C1CCOC1 (THF). Conditions: time 15 minute. Product: BrC1=CC=C(C=C1)S(=O)(=O)CC1(CCOCC1)O (4-(((4-bromophenyl)sulfonyl)methyl)tetrahydro-2H-pyran-4-ol). Reaction SMILES: C(NC(C)C)(C)C.[Li]CCCC.[CH3:13][S:14]([C:17]1[CH:22]=[CH:21][C:20]([Br:23])=[CH:19][CH:18]=1)(=[O:16])=[O:15].O1CCCCC1.[O:30]1[CH:35]=[CH:34][C:33](=[O:36])[CH:32]=[CH:31]1>C1COCC1>[Br:23][C:20]1[CH:21]=[CH:22][C:17]([S:14]([CH2:13][C:33]2([OH:36])[CH2:34][CH2:35][O:30][CH2:31][CH2:32]2)(=[O:16])=[O:15])=[CH:18][CH:19]=1 |f:3.4|. Reported procedure: A −10° C. solution of diisopropylamine (0.35 mL) in THF (5 mL) was treated with n-BuLi (1 mL, 2.5M solution in hexanes), stiired for 15 min then added via canula to a −78 C solution of 4-bromophenyl methyl sulfone (534 mg) in THF (5 mL). Stirred for 1 h, then treated with tetrahydropyran-4H-pyran-4-one (0.21 mL) and stirred for an additional 1 h. The reaction was quenched with aq. NH4Cl, diluted with water and extracted wth EtOAc (3×). The combined organics were washed with brine, dried (Na2SO4)... Starting materials: CC(C)(C)OC(=O)N1CC(OC(=O)c2ccc([N+](=O)[O-])cc2)C2C1CCN2C(=O)OCc1ccccc1, C1CCOC1, CO, [Na+], [OH-]. Product: CC(C)(C)OC(=O)N1CC(O)C2C1CCN2C(=O)OCc1ccccc1. Reaction SMILES: [C:1]([CH3:2])([CH3:3])([CH3:4])[O:5][C:6](=[O:7])[N:8]1[CH:9]2[CH:10]([CH:11]([O:13][C:14](=[O:15])[c:16]3[cH:17][cH:18][c:19]([N+:20]([O-:21])=[O:22])[cH:23][cH:24]3)[CH2:12]1)[N:25]([C:28](=[O:29])[O:30][CH2:31][c:32]1[cH:33][cH:34][cH:35][cH:36][cH:37]1)[CH2:26][CH2:27]2.[CH2:40]1[O:41][CH2:42][CH2:43][CH2:44]1.[CH3:45][OH:46].[Na+:39].[OH-:38]>>[C:1]([CH3:2])([CH3:3])([CH3:4])[O:5][C:6](=[O:7])[N:8]1[CH:9]2[CH:10]([CH:11]([OH:13])[CH2:12]1)[N:25]([C:28](=[O:29])[O:30][CH2:31][c:32]1[cH:33][cH:34][cH:35][cH:36][cH:37]1)[CH2:26][CH2:27]2. Starting materials: C1(=CC=CC=C1)P(C1=CC=CC=C1)C1=CC=CC=C1 (triphenyl phosphine), C(Br)(Br)(Br)Br (carbon tetrabromide), COC1=NOC(=C1)CO ((3-Methoxy-isoxazol-5-yl)-methanol). The solvent is ClCCl (dichloromethane). Conditions: temperature 0 celsius, time 2 hour. The product is BrCC1=CC(=NO1)OC (5-bromomethyl-3-methoxy-isoxazole). Isolated yield 104.0%. As a reaction SMILES: [CH3:1][O:2][C:3]1[CH:7]=[C:6]([CH2:8]O)[O:5][N:4]=1.C1(P(C2C=CC=CC=2)C2C=CC=CC=2)C=CC=CC=1.C(Br)(Br)(Br)[Br:30]>ClCCl>[Br:30][CH2:8][C:6]1[O:5][N:4]=[C:3]([O:2][CH3:1])[CH:7]=1. Procedure details: (3-Methoxy-isoxazol-5-yl)-methanol (822 mg, 6.4 mmol) was dissolved in dichloromethane (10 ml) and triphenyl phosphine (1.84 g, 7.0 mmol) and carbon tetrabromide (2 g, 6.11 mmol) were added at 0° C. The mixture was stirred for 2 hours at 0° C. and concentrated. The crude product was purified by chromatography on silica gel (eluent: ethyl acetate/hexane) to give the product as a colourless oil (1.22 g, 99% yield) which was used in the next step without further purification.